From a dataset of the Open Reaction Database (ORD), a public repository of structured organic reaction records. describe an organic reaction: reactants, conditions, products, and yield Starting materials: OC1=CC=C(C=C1)CC(=O)O (p-hydroxyphenylacetic acid), CC1CC[C@@H]([C@H](C1)O)C(C)C ((+)-menthol), C1(=CC=C(C=C1)S(=O)(=O)O)C (p-toluenesulphonic acid). Run in C1(=CC=CC=C1)C (toluene). The product is OC1=CC=C(C=C1)CC(=O)OC1CC(CCC1C(C)C)C ((+)-Menthyl 4-hydroxyphenylacetate), oily residue. Yield: 98.0%. As a reaction SMILES: [OH:1][C:2]1[CH:7]=[CH:6][C:5]([CH2:8][C:9]([OH:11])=[O:10])=[CH:4][CH:3]=1.[CH3:12][CH:13]1[CH2:18][C@H:17](O)[C@@H:16]([CH:20]([CH3:22])[CH3:21])[CH2:15][CH2:14]1.C1(C)C=CC(S(O)(=O)=O)=CC=1>C1(C)C=CC=CC=1>[OH:1][C:2]1[CH:3]=[CH:4][C:5]([CH2:8][C:9]([O:11][CH:15]2[CH:16]([CH:20]([CH3:22])[CH3:21])[CH2:17][CH2:18][CH:13]([CH3:12])[CH2:14]2)=[O:10])=[CH:6][CH:7]=1. Procedure: 2.9 kg of p-hydroxyphenylacetic acid and 1.95 kg of (+)-menthol are heated to boiling for 16 hours with 40 g of p-toluenesulphonic acid in 25 l of toluene; about 300 ml of water are separated in this process. The toluene solution is washed with 10 l of saturated NaHCO3 solution and 10 l of water and concentrated to dryness in vacuo. The title compound is obtained as 5.4 kg of oily residue (98-100% of theory) having a purity of 91.8% (HPLC surface area percentage). For analytical purposes, the (+... Starting materials: NC1=NC(=NC2=CC(=C(C=C12)OC)OC)Cl (4-amino-2chloro-6,7-dimethoxyquinazoline), N1(CCCCC1)N1C(C2=CC=CC=C2C1)=O (2(-piperidinyl)-isoindolin-1-one), C([O-])([O-])=O.[Na+].[Na+] (sodium carbonate). The solvent is CN(C=O)C (dimethylformamide). Product: Cl.NC1=NC(=NC2=CC(=C(C=C12)OC)OC)N1CCC(CC1)N1C(C2=CC=CC=C2C1)=O (2-[1-(4-amino-6,7-dimethoxy-2-quinazolinyl)-4-piperidinyl]-isoindolin-1-one monohydrochloride). As a reaction SMILES: [NH2:1][C:2]1[C:11]2[C:6](=[CH:7][C:8]([O:14][CH3:15])=[C:9]([O:12][CH3:13])[CH:10]=2)[N:5]=[C:4]([Cl:16])[N:3]=1.N1([N:23]2[CH2:31][C:30]3[C:25](=[CH:26][CH:27]=[CH:28][CH:29]=3)[C:24]2=O)CCCCC1.[C:33](=[O:36])([O-])[O-].[Na+].[Na+]>CN(C)C=O>[ClH:16].[NH2:1][C:2]1[C:11]2[C:6](=[CH:7][C:8]([O:14][CH3:15])=[C:9]([O:12][CH3:13])[CH:10]=2)[N:5]=[C:4]([N:23]2[CH2:31][CH2:30][CH:31]([N:23]3[CH2:24][C:25]4[C:26](=[CH:27][CH:28]=[CH:29][CH:30]=4)[C:33]3=[O:36])[CH2:25][CH2:24]2)[N:3]=1 |f:2.3.4,6.7|. Procedure details: By heating in an analogous fashion 2.4 g of 4-amino-2chloro-6,7-dimethoxyquinazoline, 2.2 g of 2(-piperidinyl)-isoindolin-1-one, 2.0 g of anhydrous sodium carbonate and 20 ml of dimethylformamide, the 2-[1-(4-amino-6,7-dimethoxy-2-quinazolinyl)-4-piperidinyl]-isoindolin-1-one monohydrochloride is obtained, melting at 288°-289° (dec.). Reactants: C(C)(C)(C)OC(=O)NC(COP(OCCCCCCNC(OCC1C2=CC=CC=C2C=2C=CC=CC12)=O)(O)=O)C(=O)OC(C)(C)C (tert-butyl 15-[(tert-butoxycarbonyl)amino]-1-(9H-fluoren-9-yl)-12-hydroxy-3-oxo-2,11,13-trioxa-4-aza-12-phosphahexadecan-16-oate 12-oxide), O (water). Run in N1CCCCC1 (piperidine). Yields the product NCCCCCCOP(=O)(O)OCC(C(=O)OC(C)(C)C)NC(=O)OC(C)(C)C (tert-butyl 3-{[[(6-aminohexyl)oxy](hydroxy)phosphoryl]oxy}-2-[(tert-butoxycarbonyl)amino]propanoate). Reaction SMILES: [C:1]([O:5][C:6]([NH:8][CH:9]([C:40]([O:42][C:43]([CH3:46])([CH3:45])[CH3:44])=[O:41])[CH2:10][O:11][P:12](=[O:39])([OH:38])[O:13][CH2:14][CH2:15][CH2:16][CH2:17][CH2:18][CH2:19][NH:20]C(=O)OCC1C2C=CC=CC=2C2C1=CC=CC=2)=[O:7])([CH3:4])([CH3:3])[CH3:2].O>N1CCCCC1>[NH2:20][CH2:19][CH2:18][CH2:17][CH2:16][CH2:15][CH2:14][O:13][P:12]([O:11][CH2:10][CH:9]([NH:8][C:6]([O:5][C:1]([CH3:4])([CH3:3])[CH3:2])=[O:7])[C:40]([O:42][C:43]([CH3:45])([CH3:46])[CH3:44])=[O:41])([OH:39])=[O:38]. Procedure: 3 g of tert-butyl 15-[(tert-butoxycarbonyl)amino]-1-(9H-fluoren-9-yl)-12-hydroxy-3-oxo-2,11,13-trioxa-4-aza-12-phosphahexadecan-16-oate 12-oxide are stirred in 0.62 ml of piperidine and 3 ml of water for 12 hours at ambient temperature. The reaction medium is filtered and the crystals obtained are washed twice with 50 ml of acetonitrile and then recrystallized from 100 ml of acetonitrile. Starting materials: C(=O)C1=CC=C(S1)C1=CC=CC=C1 (5-formyl-2-phenylthiophene), ClC1=CC=C(C=C1)C(Cl)P(OCC)(OCC)=O (diethyl (4-chlorophenyl)chloromethylphosphonate), C[O-].[Na+] (sodium methoxide). Solvent: CN(C=O)C (dimethylformamide). Conditions: time 18 hour. Yields the product C1(=CC=CC=C1)C1=CC=C(S1)C=C(C1=CC=C(C=C1)Cl)Cl (1-(5-phenylthien-2-yl)-2-chloro-2-(4-chlorophenyl)ethene). The yield is 86.3%. RXN SMILES: [CH:1]([C:3]1[S:7][C:6]([C:8]2[CH:13]=[CH:12][CH:11]=[CH:10][CH:9]=2)=[CH:5][CH:4]=1)=O.[Cl:14][C:15]1[CH:20]=[CH:19][C:18]([CH:21](P(=O)(OCC)OCC)[Cl:22])=[CH:17][CH:16]=1.C[O-].[Na+]>CN(C)C=O>[C:8]1([C:6]2[S:7][C:3]([CH:1]=[C:21]([Cl:22])[C:18]3[CH:19]=[CH:20][C:15]([Cl:14])=[CH:16][CH:17]=3)=[CH:4][CH:5]=2)[CH:13]=[CH:12][CH:11]=[CH:10][CH:9]=1 |f:2.3|. Reported procedure: A solution of 1.3 grams (0.007 mole) of 5-formyl-2-phenylthiophene and 2.0 grams (0.007 mole) of diethyl (4-chlorophenyl)chloromethylphosphonate in 30 mL of dimethylformamide was stirred, and 0.5 gram (0.009 mole) of sodium methoxide was added. The reaction mixture was stirred at ambient temperature for 18 hours, and then was quenched with an aqueous solution saturated with ammonium chloride. The reaction mixture was cooled and filtered to collect a solid. The solid was dried to yield 2.0 grams ... Starting materials: C(=O)(OC(C)(C)C)N(CC)C1=NC(=CC=C1)C (2-(N-Boc-N-ethylamino)-6-picoline), C(OCC)(OCC)=O (diethyl carbonate). The solvent is C1CCOC1 (THF). Reaction conditions: temperature -78 celsius, time 15 minute. Product: Ethyl 2-(N-Boc-N-ethylamino)-6-pyridylacetate LDA, C(C)NC1=NC(=CC=C1)C(C)O (2-(ethylamino)-6-pyridylethanol). Isolated yield 120.0%. As a reaction SMILES: C([N:8]([C:11]1[CH:16]=[CH:15][CH:14]=[C:13](C)[N:12]=1)[CH2:9][CH3:10])(OC(C)(C)C)=O.C(=O)([O:22][CH2:23][CH3:24])OCC>C1COCC1>[CH2:9]([NH:8][C:11]1[CH:16]=[CH:15][CH:14]=[C:13]([CH:23]([OH:22])[CH3:24])[N:12]=1)[CH3:10]. Reported procedure: Ethyl 2-(N-Boc-N-ethylamino)-6-pyridylacetate LDA (0.018 mol) was prepared in THF (30 mL), cooled to -78° C., and 2-(N-Boc-N-ethylamino)-6-picoline (3.5 g, 15 mmol) was added, forming a deep red solution. After 15 min, diethyl carbonate (2.2 mL, 17.9 mmol) was added, the burgundy-colored solution was stirred at -78° C. for an additional 15 min, then the reaction was quenched with saturated NH4Cl. The mixture was warmed to RT and extracted with EtOAc(3×30 mL). The combined organic layers were was... Starting materials: C1CCC2=NCCCN2CC1, CNCC(=O)OC, CCO, Cl, S=C=NCc1ccccc1. The product is CN1CC(=O)N(Cc2ccccc2)C1=S. RXN SMILES: [CH2:9]1[CH2:10][CH2:11][C:12]2=[N:17][CH2:16][CH2:15][CH2:14][N:13]2[CH2:18][CH2:19]1.[CH3:2][O:3][C:4]([CH2:5][NH:6][CH3:7])=[O:8].[CH3:30][CH2:31][OH:32].[ClH:1].[S:20]=[C:21]=[N:22][CH2:23][c:24]1[cH:25][cH:26][cH:27][cH:28][cH:29]1>>[C:4]1(=[O:8])[CH2:5][N:6]([CH3:7])[C:21](=[S:20])[N:22]1[CH2:23][c:24]1[cH:25][cH:26][cH:27][cH:28][cH:29]1.